From a dataset of the Open Reaction Database (ORD), a public repository of structured organic reaction records. describe an organic reaction: reactants, conditions, products, and yield Starting materials: C[Si](C)(C)C=[N+]=[N-], CC(=O)O, CO, ClC(Cl)Cl, Nc1ccc(C(=O)O)cn1. Yields the product COC(=O)c1ccc(N)nc1. Reaction SMILES: [CH3:11][Si:12]([CH:13]=[N+:14]=[N-:15])([CH3:16])[CH3:17].[CH3:18][C:19](=[O:20])[OH:21].[CH3:26][OH:27].[CH:22]([Cl:23])([Cl:24])[Cl:25].[NH2:1][c:2]1[n:3][cH:4][c:5]([C:6](=[O:7])[OH:8])[cH:9][cH:10]1>>[NH2:1][c:2]1[n:3][cH:4][c:5]([C:6]([O:7][CH3:11])=[O:8])[cH:9][cH:10]1. Starting materials: ClC1=CC=C(C=N1)C#N (6-Chloro-3-pyridinecarbonitrile), NCCCCN (1,4-diaminobutane). Conditions: temperature 170 celsius, time 2 hour. The product is NCCCCNC1=CC=C(C=N1)C#N (6-[(4-aminobutyl)amino]pyridine-3-carbonitrile). RXN SMILES: Cl[C:2]1[N:7]=[CH:6][C:5]([C:8]#[N:9])=[CH:4][CH:3]=1.[NH2:10][CH2:11][CH2:12][CH2:13][CH2:14][NH2:15]>>[NH2:10][CH2:11][CH2:12][CH2:13][CH2:14][NH:15][C:2]1[N:7]=[CH:6][C:5]([C:8]#[N:9])=[CH:4][CH:3]=1. Procedure: 6-Chloro-3-pyridinecarbonitrile (5.0 g) was dissolved in 1,4-diaminobutane (50 ml), and the solution was stirred at 170° C. for 2 hours with heating. Diethyl ether and distilled water were added to the reaction mixture, the layers were separated, and the aqueous layer was extracted with diethyl ether. The aqueous layer was saturated with sodium chloride, and the resulting mixture was extracted with chloroform. The resulting organic layer was dried over anhydrous magnesium sulfate, and filtered, ... Reactants: crude product, [N+](=O)([O-])[O-].[K+] (potassium nitrate), NC1=NC(=C(C(=N1)N)C1=C(C=C(C=C1)Cl)Cl)C (2,4-diamino-5-(2,4-dichlorophenyl)-6-methyl pyrimidine), C([O-])(O)=O.[Na+] (sodium bicarbonate). Solvent: S(O)(O)(=O)=O (sulphuric acid). Run at time 90 minute. Product: NC1=NC(=C(C(=N1)N)C1=C(C=C(C(=C1)[N+](=O)[O-])Cl)Cl)C (2,4-Diamino-5-(2,4-dichloro-5-nitrophenyl)-6-methylpyrimidine). Yield: 23.9%. Reaction SMILES: [N+:1]([O-:4])([O-])=[O:2].[K+].[NH2:6][C:7]1[N:12]=[C:11]([NH2:13])[C:10]([C:14]2[CH:19]=[CH:18][C:17]([Cl:20])=[CH:16][C:15]=2[Cl:21])=[C:9]([CH3:22])[N:8]=1.C(=O)(O)[O-].[Na+]>S(=O)(=O)(O)O>[NH2:6][C:7]1[N:12]=[C:11]([NH2:13])[C:10]([C:14]2[CH:19]=[C:18]([N+:1]([O-:4])=[O:2])[C:17]([Cl:20])=[CH:16][C:15]=2[Cl:21])=[C:9]([CH3:22])[N:8]=1 |f:0.1,3.4|. Procedure details: Finely ground potassium nitrate (6.5 g 64 mmol) was added to a solution of 2,4-diamino-5-(2,4-dichlorophenyl)-6-methyl pyrimidine (17.23 g, 64 mmol) in concentrated sulphuric acid (150 ml). This mixture was stirred at room temperature for 90 minutes. The reaction mixture was then added to sodium bicarbonate and ice. The product was extracted with ethyl acetate. After the ethyl acetate was removed, a yellow solid was obtained (30.86 g). A portion of this crude product (7.0 g) was passed through a... The reactants are C(C=C)C1=C(C=CC(=C1)C(F)(F)F)C1=NC=CC2=CC(=CC=C12)S(=O)(=O)N(C=1SC=CN1)CC1=C(C=C(C=C1)OC)OC (1-(2-allyl-4-(trifluoromethyl)phenyl)-N-(2,4-dimethoxybenzyl)-N-(thiazol-2-yl)isoquinoline-6-sulfonamide), C[N+]1(CCOCC1)[O-] (NMO), CC(C)(C)O (t-BuOH), O (water). Reagents/catalysts: [Os](=O)(=O)(=O)=O (Osmium tetroxide). Run at time 2 hour. Product: OC(CC1=C(C=CC(=C1)C(F)(F)F)C1=NC=CC2=CC(=CC=C12)S(=O)(=O)N(C=1SC=CN1)CC1=C(C=C(C=C1)OC)OC)CO (1-(2-(2,3-dihydroxypropyl)-4-(trifluoromethyl)phenyl)-N-(2,4-dimethoxybenzyl)-N-(thiazol-2-yl)isoquinoline-6-sulfonamide). Reaction SMILES: [CH2:1]([C:4]1[CH:9]=[C:8]([C:10]([F:13])([F:12])[F:11])[CH:7]=[CH:6][C:5]=1[C:14]1[C:23]2[C:18](=[CH:19][C:20]([S:24]([N:27]([CH2:33][C:34]3[CH:39]=[CH:38][C:37]([O:40][CH3:41])=[CH:36][C:35]=3[O:42][CH3:43])[C:28]3[S:29][CH:30]=[CH:31][N:32]=3)(=[O:26])=[O:25])=[CH:21][CH:22]=2)[CH:17]=[CH:16][N:15]=1)[CH:2]=[CH2:3].C[N+]1([O-])CC[O:48]CC1.CC(O)(C)C.[OH2:57]>[Os](=O)(=O)(=O)=O>[OH:57][CH:2]([CH2:3][OH:48])[CH2:1][C:4]1[CH:9]=[C:8]([C:10]([F:11])([F:12])[F:13])[CH:7]=[CH:6][C:5]=1[C:14]1[C:23]2[C:18](=[CH:19][C:20]([S:24]([N:27]([CH2:33][C:34]3[CH:39]=[CH:38][C:37]([O:40][CH3:41])=[CH:36][C:35]=3[O:42][CH3:43])[C:28]3[S:29][CH:30]=[CH:31][N:32]=3)(=[O:25])=[O:26])=[CH:21][CH:22]=2)[CH:17]=[CH:16][N:15]=1. Procedure: A vial was charged with 1-(2-allyl-4-(trifluoromethyl)phenyl)-N-(2,4-dimethoxybenzyl)-N-(thiazol-2-yl)isoquinoline-6-sulfonamide (0.114 g, 0.182 mmol), NMO (0.043 g, 0.364 mmol), t-BuOH (0.607 ml), and water (0.304 ml). Osmium tetroxide (4% aq. soln.) (0.111 ml, 0.018 mmol) was added drop wise and the reaction was stirred for two hours. The reaction was quenched with saturated sodium thiosulfate solution and diluted with ethyl acetate. The aqueous layer was extracted with ethyl acetate, and the ... The reagents and catalysts are [Pd] (Pd/C). Procedure: A solution of 1-(3,5-dichloro-pyridin-4-ylmethyl)-6-methoxy-phthalazine (1 g, 3.12 mmoles), prepared as described in example 5, in glacial acetic acid (30 ml) under stirring and N2 was added with 10% Pd/C in catalytic amount, and the solution was put in a hydrogenator at 4 atmospheres. After 2 days the mixture was filtered and brought to dryness. The residue was flash chromatographed (eluent: hexane/ethyl acetate 3:7) to give 0.5 g of the title compound (yield: 50%). m.p.: 186-188° C. Starting materials: ClC=1C=NC=C(C1CC1=NN=CC2=CC(=CC=C12)OC)Cl (1-(3,5-dichloro-pyridin-4-ylmethyl)-6-methoxy-phthalazine), N#N (N2), C(C)(=O)O (acetic acid). Product: ClC=1C=NC=C(C1CC1=NN(CC2=CC(=CC=C12)OC)C(C)=O)Cl (1-[4-(3,5-Dichloro-pyridin-4-ylmethyl)-7-methoxy-1H-phthalazin-2-yl]-ethanone). Reaction SMILES: [Cl:1][C:2]1[CH:3]=[N:4][CH:5]=[C:6]([Cl:21])[C:7]=1[CH2:8][C:9]1[C:18]2[C:13](=[CH:14][C:15]([O:19][CH3:20])=[CH:16][CH:17]=2)[CH:12]=[N:11][N:10]=1.N#N.[C:24](O)(=[O:26])[CH3:25]>[Pd]>[Cl:1][C:2]1[CH:3]=[N:4][CH:5]=[C:6]([Cl:21])[C:7]=1[CH2:8][C:9]1[C:18]2[C:13](=[CH:14][C:15]([O:19][CH3:20])=[CH:16][CH:17]=2)[CH2:12][N:11]([C:24](=[O:26])[CH3:25])[N:10]=1. Isolated yield 50.0%. The product is C(C)(C)(C)OC(=O)N[C@H](C(=O)Br)C1=CC=CC=C1 (N-(tert-Butoxycarbonyl)-2(S)-phenylglycinbromide). As a reaction SMILES: [C:1]([O:5][C:6]([NH:8][C@@H:9]([C:12]1[CH:17]=[CH:16][CH:15]=[CH:14][CH:13]=1)[CH2:10][OH:11])=[O:7])([CH3:4])([CH3:3])[CH3:2].C(Br)(Br)(Br)[Br:19].C1(P(C2C=CC=CC=2)C2C=CC=CC=2)C=CC=CC=1.CO>CCOCC.CCCCCC.C(Cl)Cl.CCN(CC)CC>[C:1]([O:5][C:6]([NH:8][C@@H:9]([C:12]1[CH:13]=[CH:14][CH:15]=[CH:16][CH:17]=1)[C:10]([Br:19])=[O:11])=[O:7])([CH3:4])([CH3:2])[CH3:3]. The yield is 76.4%. Reaction conditions: time 12 hour. Procedure details: To a stirred solution of N-(tert-butoxycarbonyl)-2(S)-phenylglycinol (1.67 g, 7.0 mmol) and carbon tetrabromide (5.0 g, 15 mmol) in 35 mL of anhydrous ether was added a solution of triphenylphosphine (4.09 g, 15.4 mmol) in 25 mL of anhydrous ether at 0° C. The reaction mixture was stirred at room temperature for 12 h. The ether suspension was filtered with a sintered glass funnel containing a bed of celite. The ether filtrate was concentrated under reduced pressure to give a crude product. Flash... Run in CCCCCC (hexane), C(Cl)Cl (methylene chloride), CCN(CC)CC (Et3N), CCOCC (ether), CCOCC (ether). Reactants: CO (MeOH), C(C)(C)(C)OC(=O)N[C@H](CO)C1=CC=CC=C1 (N-(tert-butoxycarbonyl)-2(S)-phenylglycinol), C(Br)(Br)(Br)Br (carbon tetrabromide), C1(=CC=CC=C1)P(C1=CC=CC=C1)C1=CC=CC=C1 (triphenylphosphine).